From a dataset of the Open Reaction Database (ORD), a public repository of structured organic reaction records. describe an organic reaction: reactants, conditions, products, and yield Reactants: CC(C)(C)C=1C=C(C=C(C1O)C(C)(C)C)CC(C(=O)O)S (3-[3,5-bis(1,1-dimethylethyl)-4-hydroxyphenyl]-2-mercaptopropanoic acid), C=O (paraformaldehyde), NC(C1=CC=CC=C1)C1=CC=CC=C1 (aminodiphenylmethane). The solvent is C1(=CC=CC=C1)C (toluene), C1(=CC=CC=C1)C (toluene). The product is CC(C)(C)C=1C=C(C=C(C1O)C(C)(C)C)CC1C(N(CS1)C(C1=CC=CC=C1)C1=CC=CC=C1)=O (5-[[3,5-bis (1,1-dimethylethyl)-4-hydroxyphenyl]methyl]-3 -diphenylmethyl -4 -thiazolidinone). The yield is 95.1%. Reaction SMILES: [CH3:1][C:2]([C:5]1[CH:6]=[C:7]([CH2:16][CH:17]([SH:21])[C:18](O)=[O:19])[CH:8]=[C:9]([C:12]([CH3:15])([CH3:14])[CH3:13])[C:10]=1[OH:11])([CH3:4])[CH3:3].[CH2:22]=O.[NH2:24][CH:25]([C:32]1[CH:37]=[CH:36][CH:35]=[CH:34][CH:33]=1)[C:26]1[CH:31]=[CH:30][CH:29]=[CH:28][CH:27]=1>C1(C)C=CC=CC=1>[CH3:4][C:2]([C:5]1[CH:6]=[C:7]([CH2:16][CH:17]2[S:21][CH2:22][N:24]([CH:25]([C:26]3[CH:31]=[CH:30][CH:29]=[CH:28][CH:27]=3)[C:32]3[CH:37]=[CH:36][CH:35]=[CH:34][CH:33]=3)[C:18]2=[O:19])[CH:8]=[C:9]([C:12]([CH3:13])([CH3:14])[CH3:15])[C:10]=1[OH:11])([CH3:3])[CH3:1]. Procedure details: 3-[3,5-bis(1,1-dimethylethyl)-4-hydroxyphenyl]-2-mercaptopropanoic acid (2.0 g; 6.45 moles), prepared substantially in accordance with the method described in Example 1A, was suspended in 20 ml of toluene. Under a nitrogen atmosphere, 0.2 g (6.45 mmoles) of paraformaldehyde was added, followed by 1.18 g (6.45 moles) of aminodiphenylmethane. An additional 10 ml of toluene was added and the resulting solution was heated at reflux temperature for 70 minutes with removal of water by means of a Dean-... Starting materials: N1=CC=C(C=C1)CCCO (3-(4-pyridyl)propanol). Reagents/catalysts: [Pd] (Pd/C). Solvent: C(C)(=O)O (acetic acid). Product: N1CCC(CC1)CCCO (3-(4-piperidinyl)propanol). Reaction SMILES: [N:1]1[CH:6]=[CH:5][C:4]([CH2:7][CH2:8][CH2:9][OH:10])=[CH:3][CH:2]=1>C(O)(=O)C.[Pd]>[NH:1]1[CH2:6][CH2:5][CH:4]([CH2:7][CH2:8][CH2:9][OH:10])[CH2:3][CH2:2]1. Procedure: 3-(4-piperidinyl)propanol was prepared by hydrogenation of 3-(4-pyridyl)propanol in acetic acid in the presence of Pd/C according to the method described in J. Org. Chem., 1962, 27, 2966-2967. The reactants are COC(=O)c1ccc(Cl)cc1NC(C)=O, O=[N+]([O-])O, O=S(=O)(O)O. Product: COC(=O)c1cc([N+](=O)[O-])c(Cl)cc1NC(C)=O. As a reaction SMILES: [CH3:10][O:11][C:12]([c:13]1[c:14]([NH:20][C:21]([CH3:22])=[O:23])[cH:15][c:16]([Cl:19])[cH:17][cH:18]1)=[O:24].[OH:6][N+:7]([O-:8])=[O:9].[S:1](=[O:2])(=[O:3])([OH:4])[OH:5]>>[O-:6][N+:7](=[O:9])[c:17]1[c:16]([Cl:19])[cH:15][c:14]([NH:20][C:21]([CH3:22])=[O:23])[c:13]([C:12]([O:11][CH3:10])=[O:24])[cH:18]1.